This data is from the Open Reaction Database (ORD), a public repository of structured organic reaction records. The task is: describe an organic reaction: reactants, conditions, products, and yield The reactants are C(C)(=O)N1CCN(CC1)C(C(=O)O[C@H]1CN2CCC1CC2)C2=CC=CC=C2 ((R)-Quinuclidin-3-yl 2-(4-acetylpiperazin-1-yl)-2-phenylacetate), ClCC(=O)C1=CC=CC=C1 (2-Chloro-1-phenylethanone). Run in CCOC(=O)C (EtOAc), C(C)#N (acetonitrile). Conditions: time 16 hour. The product is [Cl-].C(C)(=O)N1CCN(CC1)C(C(=O)O[C@H]1C[N+]2(CCC1CC2)CC(C2=CC=CC=C2)=O)C2=CC=CC=C2 ((3R)-3-(2-(4-acetylpiperazin-1-yl)-2-phenylacetoxy)-1-(2-oxo-2-phenylethyl)-1-azoniabicyclo[2.2.2]octane chloride). The yield is 60.4%. As a reaction SMILES: [C:1]([N:4]1[CH2:9][CH2:8][N:7]([CH:10]([C:22]2[CH:27]=[CH:26][CH:25]=[CH:24][CH:23]=2)[C:11]([O:13][C@@H:14]2[CH:19]3[CH2:20][CH2:21][N:16]([CH2:17][CH2:18]3)[CH2:15]2)=[O:12])[CH2:6][CH2:5]1)(=[O:3])[CH3:2].[Cl:28][CH2:29][C:30]([C:32]1[CH:37]=[CH:36][CH:35]=[CH:34][CH:33]=1)=[O:31]>CCOC(C)=O.C(#N)C>[Cl-:28].[C:1]([N:4]1[CH2:5][CH2:6][N:7]([CH:10]([C:22]2[CH:27]=[CH:26][CH:25]=[CH:24][CH:23]=2)[C:11]([O:13][C@@H:14]2[CH:19]3[CH2:20][CH2:21][N+:16]([CH2:29][C:30](=[O:31])[C:32]4[CH:37]=[CH:36][CH:35]=[CH:34][CH:33]=4)([CH2:17][CH2:18]3)[CH2:15]2)=[O:12])[CH2:8][CH2:9]1)(=[O:3])[CH3:2] |f:4.5|. Reported procedure: (R)-Quinuclidin-3-yl 2-(4-acetylpiperazin-1-yl)-2-phenylacetate (210 mg, 0.56 mmol) was dissolved in a mixture EtOAc (3.8 ml) and acetonitrile (1.8 ml). 2-Chloro-1-phenylethanone (96 mg, 0.62 mmol) was added and the reaction was stirred at room temperature for 16 hours. The solvent was evaporated and the crude was purified by flash chromatography (DCM/MeOH=9/1) to obtain (3R)-3-(2-(4-acetylpiperazin-1-yl)-2-phenylacetoxy)-1-(2-oxo-2-phenylethyl)-1-azoniabicyclo[2.2.2]octane chloride (178 mg, 59.... Product: I.ClC=1C=C2CCN(C2=CC1)NC(SC)=N (1-(5-chloroindolin-1-yl)-2-methylisothiourea hydroiodide). Reaction SMILES: [Cl:1][C:2]1[CH:3]=[C:4]2[C:8](=[CH:9][CH:10]=1)[N:7]([NH:11][C:12]([NH2:14])=[S:13])[CH2:6][CH2:5]2.[CH3:15][I:16]>CO>[IH:16].[Cl:1][C:2]1[CH:3]=[C:4]2[C:8](=[CH:9][CH:10]=1)[N:7]([NH:11][C:12](=[NH:14])[S:13][CH3:15])[CH2:6][CH2:5]2 |f:3.4|. Reactants: ClC=1C=C2CCN(C2=CC1)NC(=S)N (1-(5-chloroindolin-1-yl)-thiourea), CI (methyliodide). Procedure details: 1-amino-5-chlorindoline was reacted with benzoyl isothiocyanate in boiling tetrahydrofuran. Saponification of the resulting product with dilute aqueous sodium hydroxide under reflux for 15 minutes gave 1-(5-chloroindolin-1-yl)-thiourea (M.Pt. 199° - 200° from ethyl acetate/petroleum ether). This thiourea was heated in boiling methanol in the presence of methyliodide for 1 hour to give 1-(5-chloroindolin-1-yl)-2-methylisothiourea hydroiodide. The base was liberated with aqueous sodium hydroxide. ... The solvent is CO (methanol). The reactants are [BH4-], CCO, CC(C)N(C(=O)c1cc(C(F)(F)F)cc(F)c1C=O)C(C)C, [Na+]. The product is O=C1OCc2c(F)cc(C(F)(F)F)cc21. RXN SMILES: [BH4-:23].[CH3:25][CH2:26][OH:27].[F:1][c:2]1[c:3]([CH:21]=[O:22])[c:4]([C:5](=[O:6])[N:7]([CH:8]([CH3:9])[CH3:10])[CH:11]([CH3:12])[CH3:13])[cH:14][c:15]([C:17]([F:18])([F:19])[F:20])[cH:16]1.[Na+:24]>>[F:1][c:2]1[c:3]2[c:4]([cH:14][c:15]([C:17]([F:18])([F:19])[F:20])[cH:16]1)[C:5](=[O:6])[O:22][CH2:21]2. Reactants: NCCc1ccc2c(c1)OCCO2, NCCc1ccc2c(c1)OCO2, NCCc1ccccc1. Yields the product O=C(NCCc1ccc2c(c1)OCO2)c1ccccc1. As a reaction SMILES: [CH2:13]1[O:14][c:25]2[c:17]([cH:18][cH:19][c:20]([CH2:21][CH2:22][NH2:23])[cH:24]2)[O:16][CH2:15]1.[CH2:1]1[O:2][c:3]2[cH:4][c:5]([CH2:6][CH2:7][NH2:8])[cH:9][cH:10][c:11]2[O:12]1.[CH2:26]([CH2:27][c:28]1[cH:29][cH:30][cH:31][cH:32][cH:33]1)[NH2:34]>>[CH2:1]1[O:2][c:3]2[cH:4][c:5]([CH2:6][CH2:7][NH:8][C:27](=[O:14])[c:28]3[cH:29][cH:30][cH:31][cH:32][cH:33]3)[cH:9][cH:10][c:11]2[O:12]1.